From a dataset of the Open Reaction Database (ORD), a public repository of structured organic reaction records. describe an organic reaction: reactants, conditions, products, and yield Product: COC(=O)c1c(CN2CCN(C)CC2)nc(-c2ccccc2)nc1-c1cccc([N+](=O)[O-])c1. Reaction SMILES: [Br:1][CH2:2][c:3]1[c:4]([C:24](=[O:25])[O:26][CH3:27])[c:5](-[c:15]2[cH:16][c:17]([N+:21](=[O:22])[O-:23])[cH:18][cH:19][cH:20]2)[n:6][c:7](-[c:9]2[cH:10][cH:11][cH:12][cH:13][cH:14]2)[n:8]1.[CH3:28][N:29]1[CH2:30][CH2:31][NH:32][CH2:33][CH2:34]1.[CH:35]([OH:36])([CH3:37])[CH3:38]>>[CH2:2]([c:3]1[c:4]([C:24](=[O:25])[O:26][CH3:27])[c:5](-[c:15]2[cH:16][c:17]([N+:21](=[O:22])[O-:23])[cH:18][cH:19][cH:20]2)[n:6][c:7](-[c:9]2[cH:10][cH:11][cH:12][cH:13][cH:14]2)[n:8]1)[N:32]1[CH2:31][CH2:30][N:29]([CH3:28])[CH2:34][CH2:33]1. Reactants: COC(=O)c1c(CBr)nc(-c2ccccc2)nc1-c1cccc([N+](=O)[O-])c1, CN1CCNCC1, CC(C)O.